From a dataset of the Open Reaction Database (ORD), a public repository of structured organic reaction records. describe an organic reaction: reactants, conditions, products, and yield The reactants are C=C(C)C, CCOCC, O=CC(Cl)(Cl)Cl, Cl[Sn](Cl)(Cl)Cl. Product: C=C(C)CC(O)C(Cl)(Cl)Cl. As a reaction SMILES: [CH2:7]=[C:8]([CH3:9])[CH3:10].[CH3:16][CH2:17][O:18][CH2:19][CH3:20].[O:1]=[CH:2][C:3]([Cl:4])([Cl:5])[Cl:6].[Sn:11]([Cl:12])([Cl:13])([Cl:14])[Cl:15]>>[OH:1][CH:2]([C:3]([Cl:4])([Cl:5])[Cl:6])[CH2:9][C:8](=[CH2:7])[CH3:10]. Starting materials: Cc1ccccc1, C[Sn](C)(C)c1ncc(Cl)cc1F, Cc1nc(-c2cnn(C)c2Br)c2c(N3CCC3)ncnn12, Cl[Pd]Cl, c1ccc(P(c2ccccc2)c2ccccc2)cc1, c1ccc(P(c2ccccc2)c2ccccc2)cc1. Yields the product Cc1nc(-c2cnn(C)c2-c2ncc(Cl)cc2F)c2c(N3CCC3)ncnn12. Reaction SMILES: [CH3:34][c:35]1[cH:36][cH:37][cH:38][cH:39][cH:40]1.[Cl:22][c:23]1[cH:24][c:25]([F:33])[c:26]([Sn:29]([CH3:30])([CH3:31])[CH3:32])[n:27][cH:28]1.[N:1]1([c:5]2[n:6][cH:7][n:8][n:9]3[c:10]2[c:11](-[c:15]2[cH:16][n:17][n:18]([CH3:21])[c:19]2[Br:20])[n:12][c:13]3[CH3:14])[CH2:2][CH2:3][CH2:4]1.[Pd:41]([Cl:42])[Cl:43].[c:44]1([P:45]([c:46]2[cH:47][cH:48][cH:49][cH:50][cH:51]2)[c:52]2[cH:53][cH:54][cH:55][cH:56][cH:57]2)[cH:58][cH:59][cH:60][cH:61][cH:62]1.[c:63]1([P:64]([c:65]2[cH:66][cH:67][cH:68][cH:69][cH:70]2)[c:71]2[cH:72][cH:73][cH:74][cH:75][cH:76]2)[cH:77][cH:78][cH:79][cH:80][cH:81]1>>[N:1]1([c:5]2[n:6][cH:7][n:8][n:9]3[c:10]2[c:11](-[c:15]2[cH:16][n:17][n:18]([CH3:21])[c:19]2-[c:26]2[c:25]([F:33])[cH:24][c:23]([Cl:22])[cH:28][n:27]2)[n:12][c:13]3[CH3:14])[CH2:2][CH2:3][CH2:4]1. The reactants are C1(=CC=CC=2CCCCC12)OCCOC1OCCCC1 (2-(5,6,7,8-tetrahydro-1-naphthoxy)-1-tetrahydropyranyloxyethane), O1CCCC1 (tetrahydrofuran), O (water), O.C([O-])([O-])=O.[Na+].[Na+] (sodium carbonate monohydrate). The reagents and catalysts are S(O)(O)(=O)=O (sulfuric acid). Run in C(C)(=O)O (acetic acid). Conditions: time 3.5 hour. The product is C1(=CC=CC=2CCCCC12)OCCO (2-(5,6,7,8-tetrahydro-1-naphthoxy)ethanol). The yield is 44.2%. As a reaction SMILES: [C:1]1([O:11][CH2:12][CH2:13][O:14]C2CCCCO2)[C:10]2[CH2:9][CH2:8][CH2:7][CH2:6][C:5]=2[CH:4]=[CH:3][CH:2]=1.O1CCCC1.O.O.C(=O)([O-])[O-].[Na+].[Na+]>C(O)(=O)C.S(=O)(=O)(O)O>[C:1]1([O:11][CH2:12][CH2:13][OH:14])[C:10]2[CH2:9][CH2:8][CH2:7][CH2:6][C:5]=2[CH:4]=[CH:3][CH:2]=1 |f:3.4.5.6|. Procedure: A solution of 700 mg (2.54 mmol) of the title product of Example 58 in a mixture of 9 ml of acetic acid, 3 ml of tetrahydrofuran, and 3 ml of water was stirred at 85°-90° C. After 3.5 hours, 4 drops of concentrated sulfuric acid were added and stirring continued for an additional one-half hour. The mixture was permitted to cool, and 4 g of sodium carbonate monohydrate was added. The resulting mixture was partitioned between diethyl ether and water. The organic layer was washed repeatedly with sa... The reactants are ClCCl, CC(=O)OC(C)=O, O=C1c2c(O)c(O)c(CC3CCNCC3)c(=O)n2CCN1Cc1ccc(F)cc1, c1ccncc1. Product: CC(=O)N1CCC(Cc2c(O)c(O)c3n(c2=O)CCN(Cc2ccc(F)cc2)C3=O)CC1. As a reaction SMILES: [CH2:43]([Cl:44])[Cl:45].[CH3:36][C:37](=[O:38])[O:39][C:40](=[O:41])[CH3:42].[F:1][c:2]1[cH:3][cH:4][c:5]([CH2:6][N:7]2[C:8](=[O:27])[c:9]3[n:10]([c:13](=[O:26])[c:14]([CH2:19][CH:20]4[CH2:21][CH2:22][NH:23][CH2:24][CH2:25]4)[c:15]([OH:18])[c:16]3[OH:17])[CH2:11][CH2:12]2)[cH:28][cH:29]1.[cH:30]1[cH:31][cH:32][n:33][cH:34][cH:35]1>>[F:1][c:2]1[cH:3][cH:4][c:5]([CH2:6][N:7]2[C:8](=[O:27])[c:9]3[n:10]([c:13](=[O:26])[c:14]([CH2:19][CH:20]4[CH2:21][CH2:22][N:23]([C:37]([CH3:36])=[O:38])[CH2:24][CH2:25]4)[c:15]([OH:18])[c:16]3[OH:17])[CH2:11][CH2:12]2)[cH:28][cH:29]1. Starting materials: CC(C)(C)OC(=O)NC1CCNCC1, CS(=O)(=O)Cl, CCN(C(C)C)C(C)C, C1CCOC1, O. The product is CC(C)(C)OC(=O)NC1CCN(S(C)(=O)=O)CC1. As a reaction SMILES: [C:1]([CH3:2])([CH3:3])([CH3:4])[O:5][C:6]([NH:7][CH:8]1[CH2:9][CH2:10][NH:11][CH2:12][CH2:13]1)=[O:14].[CH3:24][S:25]([Cl:26])(=[O:27])=[O:28].[CH:15]([N:16]([CH:17]([CH3:18])[CH3:19])[CH2:20][CH3:21])([CH3:22])[CH3:23].[O:30]1[CH2:31][CH2:32][CH2:33][CH2:34]1.[OH2:29]>>[C:1]([CH3:2])([CH3:3])([CH3:4])[O:5][C:6]([NH:7][CH:8]1[CH2:9][CH2:10][N:11]([S:25]([CH3:24])(=[O:27])=[O:28])[CH2:12][CH2:13]1)=[O:14]. The reactants are C[N+]1([O-])CCOCC1, CC#N, CCC[N+](CCC)(CCC)CCC, CCOc1c(C(C)=C(F)CO)cc2c(c1Cl)C(C)(C)CC=C2C(C)C, ClCCl, O=[Ru](=O)(=O)[O-]. The product is CCOc1c(C(C)=C(F)C=O)cc2c(c1Cl)C(C)(C)CC=C2C(C)C. Reaction SMILES: [CH3:26][N+:27]1([O-:28])[CH2:29][CH2:30][O:31][CH2:32][CH2:33]1.[CH3:37][C:38]#[N:39].[CH3:45][CH2:46][CH2:47][N+:48]([CH2:49][CH2:50][CH3:51])([CH2:52][CH2:53][CH3:54])[CH2:55][CH2:56][CH3:57].[Cl:1][c:2]1[c:3]([O:23][CH2:24][CH3:25])[c:4]([C:17](=[C:18]([CH2:19][OH:20])[F:21])[CH3:22])[cH:5][c:6]2[c:11]1[C:10]([CH3:12])([CH3:13])[CH2:9][CH:8]=[C:7]2[CH:14]([CH3:15])[CH3:16].[Cl:34][CH2:35][Cl:36].[O-:40][Ru:41](=[O:42])(=[O:43])=[O:44]>>[Cl:1][c:2]1[c:3]([O:23][CH2:24][CH3:25])[c:4]([C:17](=[C:18]([CH:19]=[O:20])[F:21])[CH3:22])[cH:5][c:6]2[c:11]1[C:10]([CH3:12])([CH3:13])[CH2:9][CH:8]=[C:7]2[CH:14]([CH3:15])[CH3:16]. Starting materials: COCCN(C)C(=O)N1CCN(C(=O)OC(C)(C)C)CC1, ClCCl, Cl. The product is Cl, COCCN(C)C(=O)N1CCNCC1. RXN SMILES: [C:1]([O:2][C:3](=[O:4])[N:8]1[CH2:9][CH2:10][N:11]([C:14]([N:15]([CH3:16])[CH2:17][CH2:18][O:19][CH3:20])=[O:21])[CH2:12][CH2:13]1)([CH3:5])([CH3:6])[CH3:7].[Cl:23][CH2:24][Cl:25].[ClH:22]>>[ClH:22].[NH:8]1[CH2:9][CH2:10][N:11]([C:14]([N:15]([CH3:16])[CH2:17][CH2:18][O:19][CH3:20])=[O:21])[CH2:12][CH2:13]1. Starting materials: C(C1=CC=CC=C1)(=O)N1CC(=C(CC1)Cl)C=1C(=NSN1)Cl (1-benzoyl-4-chloro-3-(3-chloro-1,2,5-thiadiazol-4-yl)-1,2,5,6-tetrahydropyridine), O.S.[Na] (sodiumhydrogensulfide monohydrate), C([O-])([O-])=O.[K+].[K+] (potassium carbonate), O (Water). The solvent is CN(C=O)C (dimethylformamide). Reaction conditions: time 3 hour. Yields the product C(C1=CC=CC=C1)(=O)N1CC2=C(CC1)SC=1C2=NSN1 (7-Benzoyl-5,6,7,8-tetrahydro-1,2,5-thiadiazolo[3',4':4,5]thieno[3,2-c]pyridine). RXN SMILES: [C:1]([N:9]1[CH2:14][CH2:13][C:12](Cl)=[C:11]([C:16]2[C:17](Cl)=[N:18][S:19][N:20]=2)[CH2:10]1)(=[O:8])[C:2]1[CH:7]=[CH:6][CH:5]=[CH:4][CH:3]=1.O.[SH2:23].[Na].C(=O)([O-])[O-].[K+].[K+].O>CN(C)C=O>[C:1]([N:9]1[CH2:14][CH2:13][C:12]2[S:23][C:17]3[C:16](=[N:20][S:19][N:18]=3)[C:11]=2[CH2:10]1)(=[O:8])[C:2]1[CH:7]=[CH:6][CH:5]=[CH:4][CH:3]=1 |f:1.2.3,4.5.6,^1:23|. Reported procedure: To a solution of 1-benzoyl-4-chloro-3-(3-chloro-1,2,5-thiadiazol-4-yl)-1,2,5,6-tetrahydropyridine (3.4 g, 10 mmol) in dimethylformamide was added sodiumhydrogensulfide monohydrate (1.5 g, 20 mmol) and potassium carbonate (2.0 g). The reaction mixture was stirred at room temperature for 3 h. Water (500 ml) was added and the water phase was extracted with diethylether (2×15 ml). The organic extracts were dried over magnesium sulfate, filtered and evaporated. The residue was purified by column chro...